From a dataset of the Open Reaction Database (ORD), a public repository of structured organic reaction records. describe an organic reaction: reactants, conditions, products, and yield Starting materials: ClC1C(NC2=C(CC1)C=CC=C2)=O (3-chloro-2,3,4,5-tetrahydro-1H-[1]benzazepin-2-one), [N-]=[N+]=[N-].[Na+] (sodium azide), ice water. Run in CS(=O)C (dimethylsulfoxide). Reaction conditions: time 30 minute. Yields the product N(=[N+]=[N-])C1C(NC2=C(CC1)C=CC=C2)=O (3-azido-2,3,4,5-tetrahydro-1H-[1]benzazepin-2-one). As a reaction SMILES: Cl[CH:2]1[CH2:8][CH2:7][C:6]2[CH:9]=[CH:10][CH:11]=[CH:12][C:5]=2[NH:4][C:3]1=[O:13].[N-:14]=[N+:15]=[N-:16].[Na+]>CS(C)=O>[N:14]([CH:2]1[CH2:8][CH2:7][C:6]2[CH:9]=[CH:10][CH:11]=[CH:12][C:5]=2[NH:4][C:3]1=[O:13])=[N+:15]=[N-:16] |f:1.2|. Procedure: A solution of 3-chloro-2,3,4,5-tetrahydro-1H-[1]benzazepin-2-one (15.9 g, 0.08 mol) and sodium azide (6.36 g, 0.10 mol) in dimethylsulfoxide (320 ml) was maintained at 80° C. under an atmosphere of nitrogen for 3 hours. At this time, the IR spectrum of an aliquot showed a strong peak at 2150 cm-1 characteristic of the azide group. The reaction mixture was poured into 1000 ml of ice/water and the suspension was stirred for 30 min. The solid was filtered off, washed with water (250 ml) and dried t...